Dataset: the Open Reaction Database (ORD), a public repository of structured organic reaction records. Task: describe an organic reaction: reactants, conditions, products, and yield The reactants are CN1Cc2ccccc2C2(Cc3ccc(Cl)cc3O2)C1, O=C(Cl)Oc1ccccc1, ClCCl. Yields the product O=C(Oc1ccccc1)N1Cc2ccccc2C2(Cc3ccc(Cl)cc3O2)C1. Reaction SMILES: [Cl:1][c:2]1[cH:3][c:4]2[c:5]([cH:19][cH:20]1)[CH2:6][C:7]1([O:8]2)[CH2:9][N:10]([CH3:18])[CH2:11][c:12]2[cH:13][cH:14][cH:15][cH:16][c:17]21.[Cl:21][C:22](=[O:23])[O:24][c:25]1[cH:26][cH:27][cH:28][cH:29][cH:30]1.[Cl:31][CH2:32][Cl:33]>>[Cl:1][c:2]1[cH:3][c:4]2[c:5]([cH:19][cH:20]1)[CH2:6][C:7]1([O:8]2)[CH2:9][N:10]([C:22](=[O:23])[O:24][c:25]2[cH:26][cH:27][cH:28][cH:29][cH:30]2)[CH2:11][c:12]2[cH:13][cH:14][cH:15][cH:16][c:17]21. Starting materials: NC1=NC(=CC(=N1)OC)C (2-amino-4-methoxy-6-methylpyrimidine), N1N=CN=C1 (1,2,4-triazole), C=O (formaldehyde), C(C)(=O)O (acetic acid). Solvent: CO (methanol). Yields the product COC1=NC(=NC(=C1)C)NCN1N=CN=C1 (4-methoxy-6-methyl-2-(1,2,4-triazol-1-ylmethylamino)pyrimidine). Reaction SMILES: [NH2:1][C:2]1[N:7]=[C:6]([O:8][CH3:9])[CH:5]=[C:4]([CH3:10])[N:3]=1.[NH:11]1[CH:15]=[N:14][CH:13]=[N:12]1.C=O.[C:18](O)(=O)C>CO>[CH3:9][O:8][C:6]1[CH:5]=[C:4]([CH3:10])[N:3]=[C:2]([NH:1][CH2:18][N:11]2[CH:15]=[N:14][CH:13]=[N:12]2)[N:7]=1. Procedure: With stirring, a mixture of 13.9 g (0.1 mole) of 2-amino-4-methoxy-6-methylpyrimidine, 7 g (0.1 mole) of 1,2,4-triazole, 9.4 g (0.11 mole) of aqueous 35% formaldehyde and 1 g of acetic acid in 100 ml of methanol is refluxed for 11/2 hours. First a clear solution forms, from which the reaction product precipitates in crystalline form after a time. After the reaction mixture has cooled, the crystalline title compound is filtered with suction and dried. Yield: 14 g. Melting point: 191°-193° C. Reactants: [BH4-].[Na+] (NaBH4), [OH-].[Na+] (NaOH), C1(=CC=CC=C1)CCCC1=CC=NC=C1 (4-(3-phenylpropyl)pyridine), C(C1=CC=CC=C1)Br (benzylbromide). Solvent: C(C)O (ethanol), C(C)O (ethanol). Run at temperature 0 celsius. Yields the product C(C1=CC=CC=C1)N1CCC(=CC1)CCCC1=CC=CC=C1 (1Benzyl-4-(3-phenylpropyl)-1,2,3,6-tetrahydropyridine). Reaction SMILES: [C:1]1([CH2:7][CH2:8][CH2:9][C:10]2[CH:15]=[CH:14][N:13]=[CH:12][CH:11]=2)[CH:6]=[CH:5][CH:4]=[CH:3][CH:2]=1.[CH2:16](Br)[C:17]1[CH:22]=[CH:21][CH:20]=[CH:19][CH:18]=1.[BH4-].[Na+].[OH-].[Na+]>C(O)C>[CH2:16]([N:13]1[CH2:12][CH:11]=[C:10]([CH2:9][CH2:8][CH2:7][C:1]2[CH:2]=[CH:3][CH:4]=[CH:5][CH:6]=2)[CH2:15][CH2:14]1)[C:17]1[CH:22]=[CH:21][CH:20]=[CH:19][CH:18]=1 |f:2.3,4.5|. Reported procedure: A solution of 1.7 g (8.6 mmol) of 4-(3-phenylpropyl)pyridine and 1.5 mL of benzylbromide in 5 mL of ethanol was stirred at rt for 0.5 h. To the reaction mixture was added 10 mL of ethanol and the mixture was cooled to 0° C. To this mixture was added 0.5 g (13.2 mmol) of NaBH4 small portions over a period of 1 h. To the reaction mixture was then added 5 mL of a 1N NaOH solution and the mixture was partitioned between 200 mL of ether and 50 mL of H2O. The combined organic fractions were washed wit... Reaction SMILES: [CH2:34]([Cl:35])[CH2:36][Cl:37].[CH3:1][C:2]([C:3]([CH2:4][O:5][c:6]1[c:7]([CH3:30])[cH:8][c:9]([C:12]([CH2:13][CH3:14])([CH2:15][CH3:16])[c:17]2[cH:18][cH:19][c:20]3[c:21]([c:22]([CH3:28])[c:23]([C:25](=[O:26])[OH:27])[o:24]3)[cH:29]2)[cH:10][cH:11]1)=[O:31])([CH3:32])[CH3:33].[CH3:39][NH:40][CH3:41].[CH3:42][N:43]([c:44]1[cH:45][cH:46][n:47][cH:48][cH:49]1)[CH3:50].[ClH:38]>>[CH3:1][C:2]([C:3]([CH2:4][O:5][c:6]1[c:7]([CH3:30])[cH:8][c:9]([C:12]([CH2:13][CH3:14])([CH2:15][CH3:16])[c:17]2[cH:18][cH:19][c:20]3[c:21]([c:22]([CH3:28])[c:23]([C:25](=[O:26])[N:40]([CH3:39])[CH3:41])[o:24]3)[cH:29]2)[cH:10][cH:11]1)=[O:31])([CH3:32])[CH3:33]. Reactants: ClCCCl, CCC(CC)(c1ccc(OCC(=O)C(C)(C)C)c(C)c1)c1ccc2oc(C(=O)O)c(C)c2c1, CNC, CN(C)c1ccncc1, Cl. Product: CCC(CC)(c1ccc(OCC(=O)C(C)(C)C)c(C)c1)c1ccc2oc(C(=O)N(C)C)c(C)c2c1. The reactants are [Br-], CCOC(=O)C(=O)OCC, COc1cccc([Mg+])c1, [Cl-], [NH4+], C1CCOC1. Yields the product CCOC(=O)C(=O)c1cccc(OC)c1. As a reaction SMILES: [Br-:1].[C:11]([C:12](=[O:13])[O:14][CH2:15][CH3:16])(=[O:17])[O:18][CH2:19][CH3:20].[CH3:2][O:3][c:4]1[cH:5][c:6]([Mg+:10])[cH:7][cH:8][cH:9]1.[Cl-:21].[NH4+:22].[O:23]1[CH2:24][CH2:25][CH2:26][CH2:27]1>>[CH3:2][O:3][c:4]1[cH:5][c:6]([C:11]([C:12](=[O:13])[O:14][CH2:15][CH3:16])=[O:17])[cH:7][cH:8][cH:9]1. Reactants: C([C@@H]([C@H]([C@@H](C(=O)C(=O)O)O)O)O)O (2-keto-L-gulonic acid), OCC(=O)[C@@H](O)[C@H](O)[C@@H](O)CO (L-sorbose), [N+](=O)(O)[O-] (nitric acid). Yields the product C(C(=O)[C@H]([C@@H](C(=O)C(=O)O)O)O)O (2,5-diketogluconic acid). RXN SMILES: [CH2:1]([OH:13])[C@H:2]([OH:12])[C@@H:3]([OH:11])[C@H:4]([OH:10])[C:5]([C:7]([OH:9])=[O:8])=[O:6].OCC([C@H]([C@@H]([C@H](CO)O)O)O)=O.[N+]([O-])(O)=O>>[CH2:1]([OH:13])[C:2]([C@@H:3]([OH:11])[C@H:4]([OH:10])[C:5]([C:7]([OH:9])=[O:8])=[O:6])=[O:12]. Procedure details: 2-keto-L-gulonic acid is an important intermediate in vitamin C manufacture. Condensation of L-sorbose with acetone in the presence of sulfuric acid followed by oxidation with permanganate and hydrolysis of the diisopropylidene derivative by boiling yields 2 keto-L-gulonic acid as described in Helv. Chim. Acta., 17, 311 (1934) and U.S. Pat. No. 2,301,811. The preparation of 2-keto-L-gulonic acid by careful oxidation of L-sorbose with nitric acid is claimed in British Pat. No. 443,901 and Dutch P...